From a dataset of the Open Reaction Database (ORD), a public repository of structured organic reaction records. describe an organic reaction: reactants, conditions, products, and yield Starting materials: CC(C)(O)C1c2ccccc2CCN1Cc1ccccc1, C1CCOC1, CI, [H-], [Na+], O. Product: COC(C)(C)C1c2ccccc2CCN1Cc1ccccc1. RXN SMILES: [CH2:1]([c:2]1[cH:3][cH:4][cH:5][cH:6][cH:7]1)[N:8]1[CH:9]([C:18]([CH3:19])([CH3:20])[OH:21])[c:10]2[cH:11][cH:12][cH:13][cH:14][c:15]2[CH2:16][CH2:17]1.[CH2:27]1[O:28][CH2:29][CH2:30][CH2:31]1.[CH3:24][I:25].[H-:22].[Na+:23].[OH2:26]>>[CH2:1]([c:2]1[cH:3][cH:4][cH:5][cH:6][cH:7]1)[N:8]1[CH:9]([C:18]([CH3:19])([CH3:20])[O:21][CH3:24])[c:10]2[cH:11][cH:12][cH:13][cH:14][c:15]2[CH2:16][CH2:17]1. Reactants: Br.BrCCN[C@H](C1=CC=CC=C1)C ((S)-(−)-N-(2-bromoethyl)-α-methylbenzylamine Hydrobromide), [Cl-].[Al+3].[Cl-].[Cl-] (aluminum chloride). Solvent: C1CCCC2CCCCC12 (decalin). Reaction conditions: temperature 140 celsius, time 40 minute. Yields the product C[C@@H]1NCCC2=CC=CC=C12 ((S)-(−)-1-methyl-1,2,3,4-tetrahydroisoquinoline). Isolated yield 73.5%. RXN SMILES: Br.Br[CH2:3][CH2:4][NH:5][C@@H:6]([CH3:13])[C:7]1[CH:12]=[CH:11][CH:10]=[CH:9][CH:8]=1.[Cl-].[Al+3].[Cl-].[Cl-]>C1C2C(CCCC2)CCC1>[CH3:13][C@H:6]1[C:7]2[C:12](=[CH:11][CH:10]=[CH:9][CH:8]=2)[CH2:3][CH2:4][NH:5]1 |f:0.1,2.3.4.5|. Procedure: 5.0 g (16.18 mmole) of (S)-(−)-N-(2-bromoethyl)-α-methylbenzylamine hydrobromide produced in Example (2) above was suspended in 50 ml of decalin and then heated to 140° C. 6.47 g (48.54 mmole) of anhydrous aluminum chloride (AlCl3) was added thereto over 40 minutes. The reaction solution was stirred for further 30 minutes at constant temperature, and cooled to room temperature. The supernatant was removed and the lower layer was added to 70 g of ice-water with stirring. 20 ml of con. hydrochlori... Starting materials: ClC1=C(C=CC2=CC=CC=C12)OC(CN)C (2-[(1-chloronaphthalen-2-yl)oxy]propan-1-amine), CC1=CC=C(O1)C=O (5-methylfuran-2-carbaldehyde). The product is ClC1=C(C=CC2=CC=CC=C12)OC(CNCC=1OC(=CC1)C)C (2-[(1-chloronaphthalen-2-yl)oxy]-N-[(5-methylfuran-2-yl)methyl]propan-1-amine). Yield: 70.0%. Reaction SMILES: [Cl:1][C:2]1[C:11]2[C:6](=[CH:7][CH:8]=[CH:9][CH:10]=2)[CH:5]=[CH:4][C:3]=1[O:12][CH:13]([CH3:16])[CH2:14][NH2:15].[CH3:17][C:18]1[O:22][C:21]([CH:23]=O)=[CH:20][CH:19]=1>>[Cl:1][C:2]1[C:11]2[C:6](=[CH:7][CH:8]=[CH:9][CH:10]=2)[CH:5]=[CH:4][C:3]=1[O:12][CH:13]([CH3:16])[CH2:14][NH:15][CH2:23][C:21]1[O:22][C:18]([CH3:17])=[CH:19][CH:20]=1. Procedure: Prepared from 2-[(1-chloronaphthalen-2-yl)oxy]propan-1-amine and 5-methylfuran-2-carbaldehyde in 70% yield as a yellow oil.